Dataset: the Open Reaction Database (ORD), a public repository of structured organic reaction records. Task: describe an organic reaction: reactants, conditions, products, and yield Starting materials: CCOP(=O)(CC#N)OCC, CC(C)(C)[O-], [K+], N#CCC1(CC#N)CC(=O)C1, C1CCOC1. Yields the product N#CC=C1CC(CC#N)(CC#N)C1. As a reaction SMILES: [C:7](#[N:8])[CH2:9][P:10](=[O:11])([O:12][CH2:13][CH3:14])[O:15][CH2:16][CH3:17].[CH3:1][C:2]([CH3:3])([O-:4])[CH3:5].[K+:6].[O:18]=[C:19]1[CH2:20][C:21]([CH2:23][C:24]#[N:25])([CH2:26][C:27]#[N:28])[CH2:22]1.[O:29]1[CH2:30][CH2:31][CH2:32][CH2:33]1>>[C:7](#[N:8])[CH:9]=[C:19]1[CH2:20][C:21]([CH2:23][C:24]#[N:25])([CH2:26][C:27]#[N:28])[CH2:22]1. The reactants are O (water), N1=CC(=CC=C1)NC(OCC(Cl)(Cl)Cl)=O (2,2,2-trichloroethyl pyridin-3-ylcarbamate), C1(=CC(=CC=C1)N1CCNCC1)C1=CC=CC=C1 (1-biphenyl-3-ylpiperazine), C(C)(C)N(CC)C(C)C (diisopropylethylamine). Run in CS(=O)C (dimethylsulfoxide). The product is C1(=CC(=CC=C1)N1CCN(CC1)C(=O)NC=1C=NC=CC1)C1=CC=CC=C1 (4-Biphenyl-3-yl-N-pyridin-3-ylpiperazine-1-carboxamide). Isolated yield 58.5%. RXN SMILES: [N:1]1[CH:6]=[CH:5][CH:4]=[C:3]([NH:7][C:8](=[O:15])OCC(Cl)(Cl)Cl)[CH:2]=1.[C:16]1([C:28]2[CH:33]=[CH:32][CH:31]=[CH:30][CH:29]=2)[CH:21]=[CH:20][CH:19]=[C:18]([N:22]2[CH2:27][CH2:26][NH:25][CH2:24][CH2:23]2)[CH:17]=1.C(N(C(C)C)CC)(C)C.O>CS(C)=O>[C:16]1([C:28]2[CH:29]=[CH:30][CH:31]=[CH:32][CH:33]=2)[CH:21]=[CH:20][CH:19]=[C:18]([N:22]2[CH2:23][CH2:24][N:25]([C:8]([NH:7][C:3]3[CH:2]=[N:1][CH:6]=[CH:5][CH:4]=3)=[O:15])[CH2:26][CH2:27]2)[CH:17]=1. Reported procedure: A mixed solution of 2,2,2-trichloroethyl pyridin-3-ylcarbamate (249 mg, 0.923 mmol), 1-biphenyl-3-ylpiperazine (200 mg, 0.839 mmol) and diisopropylethylamine (0.292 ml, 1.68 mmol) in dimethylsulfoxide (2.5 ml) was stirred at 70° C. for 12 hours. To the reaction solution was added water, and extracted with ethyl acetate. The extract was washed with water, dried over anhydrous magnesium sulfate, and the solvent was distilled away under reduce pressure. The residue was purified by silica gel column...